From a dataset of the Open Reaction Database (ORD), a public repository of structured organic reaction records. describe an organic reaction: reactants, conditions, products, and yield The solvent is C1CCOC1 (THF). As a reaction SMILES: [O:1]1[C:5]2[CH:6]=[CH:7][C:8]([CH2:10][C:11]3[CH:16]=[CH:15][CH:14]=[CH:13][N:12]=3)=[CH:9][C:4]=2[CH:3]=[CH:2]1.[Li]CCCC.[B:22](OC(C)C)([O:27]C(C)C)[O:23]C(C)C>C1COCC1>[N:12]1[CH:13]=[CH:14][CH:15]=[CH:16][C:11]=1[CH2:10][C:8]1[CH:7]=[CH:6][C:5]2[O:1][C:2]([B:22]([OH:27])[OH:23])=[CH:3][C:4]=2[CH:9]=1. Reported procedure: A solution of 2-(benzofuran-5-ylmethyl)pyridine (66 mg, 315 mmol) in THF (2 mL) was cooled to −78° C. (under argon), treated with 2.5 M n-BuLi (in hexanes, 2.5 equiv, 0.315 mL) and stirred for 2 min, warmed to 0° C. for 30 min, cooled to −78° C., and treated with triisopropyl borate (178 μL, 946 μmol). After 5 min, cooling was removed, the mixture slowly warmed to room temperature and stirred for 2 h. The mixture was diluted with EtOAc, washed with 1× with brine, dried over MgSO4 and evaporated ... Yields the product N1=C(C=CC=C1)CC=1C=CC2=C(C=C(O2)B(O)O)C1 (5-(Pyridin-2-ylmethyl)benzofuran-2-ylboronic acid). Reaction conditions: temperature 0 celsius, time 2 minute. Starting materials: [Li]CCCC (n-BuLi), O1C=CC2=C1C=CC(=C2)CC2=NC=CC=C2 (2-(benzofuran-5-ylmethyl)pyridine), B(OC(C)C)(OC(C)C)OC(C)C (triisopropyl borate). Reactants: OC=1C=C(C=CC1O)C=1C(C=C(OC1)C(=O)OCC)=O (ethyl 5-(3,4-dihydroxyphenyl)-4-oxo-4H-pyran-2-carboxylate), C([O-])([O-])=O.[K+].[K+] (potassium carbonate), C(C1=CC=CC=C1)Br (benzyl bromide). Solvent: CN(C)C=O (DMF). Run at time 2 hour. Yields the product C(C1=CC=CC=C1)OC=1C=C(C=CC1OCC1=CC=CC=C1)C=1C(C=C(OC1)C(=O)OCC)=O (ethyl 5-(3,4-dibenzyloxyphenyl)-4-oxo-4H-pyran-2-carboxylate). RXN SMILES: [OH:1][C:2]1[CH:3]=[C:4]([C:9]2[C:10](=[O:20])[CH:11]=[C:12]([C:15]([O:17][CH2:18][CH3:19])=[O:16])[O:13][CH:14]=2)[CH:5]=[CH:6][C:7]=1[OH:8].C(=O)([O-])[O-].[K+].[K+].[CH2:27](Br)[C:28]1[CH:33]=[CH:32][CH:31]=[CH:30][CH:29]=1>CN(C=O)C>[CH2:27]([O:1][C:2]1[CH:3]=[C:4]([C:9]2[C:10](=[O:20])[CH:11]=[C:12]([C:15]([O:17][CH2:18][CH3:19])=[O:16])[O:13][CH:14]=2)[CH:5]=[CH:6][C:7]=1[O:8][CH2:9][C:4]1[CH:5]=[CH:6][CH:7]=[CH:2][CH:3]=1)[C:28]1[CH:33]=[CH:32][CH:31]=[CH:30][CH:29]=1 |f:1.2.3|. Procedure details: A mixture of ethyl 5-(3,4-dihydroxyphenyl)-4-oxo-4H-pyran-2-carboxylate (3.0 g), anhydrous potassium carbonate (6.0 g) and benzyl bromide (3.0 ml) in dry DMF (30 ml) was stirred at room temperature for 2 hours and then filtered. The filtrate was cooled, acidified with 2 N hydrochloric acid (20 ml) and diluted with water (80 ml). The solid product was recrystallised from ethanol to give ethyl 5-(3,4-dibenzyloxyphenyl)-4-oxo-4H-pyran-2-carboxylate (mp 122°-125° C.). Reactants: NC1=C(C=CC=C1)NC(=O)C1=CC=C(C=C1)N1C[C@H](CC1)NC(OCCN(C)C)=O ((S)-2-(Dimethylamino)ethyl 1-(4-(2-aminophenylcarbamoyl)phenyl)pyrrolidin-3-ylcarbamate), Cl.O1CCOCC1 (HCl dioxane), N[C@@H]1CN(CC1)C1=NC=C(C(=O)NC2=C(C=CC=C2)NC(OC(C)(C)C)=O)C=C1 ((S)-tert-Butyl 2-(6-(3-aminopyrrolidin-1-yl)nicotinamido)phenylcarbamate), C(=O)(C(F)(F)F)O (TFA). Yields the product NC1=C(C=CC=C1)NC(=O)C=1C=CC(=NC1)N1C[C@H](CC1)NC(OCCOC)=O ((S)-2-Methoxyethyl 1-(5-(2-aminophenylcarbamoyl)pyridin-2-yl)pyrrolidin-3-ylcarbamate). Reaction SMILES: [NH2:1][C:2]1[CH:7]=[CH:6][CH:5]=[CH:4][C:3]=1[NH:8][C:9]([C:11]1[CH:16]=C[C:14]([N:17]2[CH2:21][CH2:20][C@H:19]([NH:22][C:23](=[O:30])[O:24][CH2:25][CH2:26]N(C)C)[CH2:18]2)=[CH:13][CH:12]=1)=[O:10].[NH2:31][C@H]1CCN(C2C=CC(C(NC3C=CC=CC=3NC(=O)OC(C)(C)C)=O)=CN=2)C1.[C:60]([OH:66])(C(F)(F)F)=O.Cl.O1CCOCC1>>[NH2:1][C:2]1[CH:7]=[CH:6][CH:5]=[CH:4][C:3]=1[NH:8][C:9]([C:11]1[CH:12]=[CH:13][C:14]([N:17]2[CH2:21][CH2:20][C@H:19]([NH:22][C:23](=[O:30])[O:24][CH2:25][CH2:26][O:66][CH3:60])[CH2:18]2)=[N:31][CH:16]=1)=[O:10] |f:3.4|. Reported procedure: Following the procedures described above for the synthesis of compound 119 (Scheme 1, Example 1, steps 4 and 5) but replacing compound 117 with the compound 153, and TFA for HCl/dioxane, title compound 154 was obtained as a beige solid. 1H NMR: (DMSO) δ (ppm): 9.42 (s, 1H), 8.72 (d, J=2.3 Hz, 1H), 8.05 (dd, J=8.8, 2.3 Hz, 1H), 7.65 (d, J=6.5 Hz, 1H), 7.13 (d, J=7.8 Hz, 1H), 6.95 (td, J=7.6, 1.4 Hz, 1H), 6.77 (dd, J=8.0, 1.2 Hz, 1H), 6.58 (td, J=7.5, 1.4 Hz, 1H), 6.49 (d, J=8.8 Hz, 1H), 4.87 (s, ... Reactants: ClC=1C=C2C(C(=COC2=CC1O)C1=CC2=C(OCCO2)C=C1)=O (6-Chloro-3-(2,3-dihydro-benzo[1,4]dioxin-6-yl)-7-hydroxy-chromen-4-one), O.NN (hydrazine hydrate). The solvent is C(C)O (ethanol). Product: ClC1=C(C=C(C(=C1)C1=NNC=C1C1=CC2=C(OCCO2)C=C1)O)O (4-Chloro-6-[4-(2,3-dihydro-benzo[1,4]dioxin-6-yl)-1H-pyrazol-3-yl]-benzene-1,3-diol), solid. Isolated yield 30.0%. RXN SMILES: [Cl:1][C:2]1[CH:3]=[C:4]2[C:9](=[CH:10][C:11]=1[OH:12])[O:8][CH:7]=[C:6]([C:13]1[CH:22]=[CH:21][C:16]3[O:17][CH2:18][CH2:19][O:20][C:15]=3[CH:14]=1)[C:5]2=O.O.[NH2:25][NH2:26]>C(O)C>[Cl:1][C:2]1[CH:3]=[C:4]([C:5]2[C:6]([C:13]3[CH:22]=[CH:21][C:16]4[O:17][CH2:18][CH2:19][O:20][C:15]=4[CH:14]=3)=[CH:7][NH:26][N:25]=2)[C:9]([OH:8])=[CH:10][C:11]=1[OH:12] |f:1.2|. Procedure: This compounds was synthesised in the same manner as described above. 6-Chloro-3-(2,3-dihydro-benzo[1,4]dioxin-6-yl)-7-hydroxy-chromen-4-one (0.1 g, 0.30 mmol), hydrazine hydrate (4 ml), ethanol (10 ml). The quenched reaction was extracted into ethyl acetate (2×30 ml), washed (water), dried (MgSO4), and the solvent remove to give 4-Chloro-6-[4-(2,3-dihydro-benzo[1,4]dioxin-6-yl)-1H-pyrazol-3-yl]-benzene-1,3-diol as an off white solid (0.031 g, 30%); Rf 0.6 Cf SM 0.8 ethyl acetate/hexane (75/25). Reactants: O1C2=C(NCC1)C=C(C=C2)C=2SC(=C(N2)C(=O)OCC)N(CCOC2=CC=CC=C2)C (ethyl 2-(3,4-dihydro-2H-benzo[b][1,4]oxazin-6-yl)-5-(methyl(2-phenoxyethyl)amino)thiazole-4-carboxylate), S1C(=NC2=C1C=CC=C2)NC(OC2=CC=C(C=C2)[N+](=O)[O-])=O (4-nitrophenyl benzo[d]thiazol-2-ylcarbamate). Solvent: C(C)#N (acetonitrile). Conditions: temperature 85 celsius, time 8 hour. The product is S1C(=NC2=C1C=CC=C2)NC(=O)N2C1=C(OCC2)C=CC(=C1)C=1SC(=C(N1)C(=O)OCC)N(CCOC1=CC=CC=C1)C (ethyl 2-(4-(benzo[d]thiazol-2-ylcarbamoyl)-3,4-dihydro-2H-benzo[b][1,4]oxazin-6-yl)-5-(methyl(2-phenoxyethyl)amino)thiazole-4-carboxylate). The yield is 310.1%. RXN SMILES: [O:1]1[CH2:6][CH2:5][NH:4][C:3]2[CH:7]=[C:8]([C:11]3[S:12][C:13]([N:21]([CH3:31])[CH2:22][CH2:23][O:24][C:25]4[CH:30]=[CH:29][CH:28]=[CH:27][CH:26]=4)=[C:14]([C:16]([O:18][CH2:19][CH3:20])=[O:17])[N:15]=3)[CH:9]=[CH:10][C:2]1=2.[S:32]1[C:36]2[CH:37]=[CH:38][CH:39]=[CH:40][C:35]=2[N:34]=[C:33]1[NH:41][C:42](=O)[O:43]C1C=CC([N+]([O-])=O)=CC=1>C(#N)C>[S:32]1[C:36]2[CH:37]=[CH:38][CH:39]=[CH:40][C:35]=2[N:34]=[C:33]1[NH:41][C:42]([N:4]1[CH2:5][CH2:6][O:1][C:2]2[CH:10]=[CH:9][C:8]([C:11]3[S:12][C:13]([N:21]([CH3:31])[CH2:22][CH2:23][O:24][C:25]4[CH:26]=[CH:27][CH:28]=[CH:29][CH:30]=4)=[C:14]([C:16]([O:18][CH2:19][CH3:20])=[O:17])[N:15]=3)=[CH:7][C:3]1=2)=[O:43]. Procedure: To ethyl 2-(3,4-dihydro-2H-benzo[b][1,4]oxazin-6-yl)-5-(methyl(2-phenoxyethyl)amino)thiazole-4-carboxylate (20B) (0.150 g, 0.34 mmol) and 4-nitrophenyl benzo[d]thiazol-2-ylcarbamate (19) (0.349 g, 0.11 mmol) was added acetonitrile (10 mL). The reaction mixture was allowed to heat to 85° C. and stirred for 8 hours. Then the reaction mixture was allowed to heat at 70° C. and stirred overnight. The reaction mixture was allowed to cool to rt and concentrated under reduced pressure. To the concentrat... Reactants: ClC1=NN=C(C2=CC=CC=C12)NN ((4-chloro-phthalazin-1-yl)-hydrazine), ClC1=NN=C(C2=CC=CC=C12)NN ((4-chloro-phthalazin-1-yl)-hydrazine), C(C1=CC=CC=C1)(=O)Cl (benzoic acid chloride). Run in C1(=CC=CC=C1)C (toluene), C1(=CC=CC=C1)C (toluene). Product: ClC1=NNC(C2=CC=CC=C12)=NNC(C1=CC=CC=C1)=O (benzoic acid (4-chloro-2H-phthalazin-1-ylidene)-hydrazide). As a reaction SMILES: [Cl:1][C:2]1[C:11]2[C:6](=[CH:7][CH:8]=[CH:9][CH:10]=2)[C:5]([NH:12][NH2:13])=[N:4][N:3]=1.[C:14](Cl)(=[O:21])[C:15]1[CH:20]=[CH:19][CH:18]=[CH:17][CH:16]=1>C1(C)C=CC=CC=1>[Cl:1][C:2]1[C:11]2[C:6](=[CH:7][CH:8]=[CH:9][CH:10]=2)[C:5](=[N:12][NH:13][C:14](=[O:21])[C:15]2[CH:20]=[CH:19][CH:18]=[CH:17][CH:16]=2)[NH:4][N:3]=1. Procedure: 2.5 g (4-chloro-phthalazin-1-yl)-hydrazine (compound C1) are suspended in 250 ml toluene and treated with a solution of 1.7 ml benzoic acid chloride in 50 ml toluene at reflux temperature. After 2 h the reaction mixture is cooled to ambient temperature and filtered with suction. The filtrate is concentrated under reduced pressure and the residue is recrystallized from N,N-dimethylformamide to yield 1.2 g of benzoic acid (4-chloro-2H-phthalazin-1-ylidene)-hydrazide. The reactants are ClC1=C(C=CC=C1)N1N=C(CC1C1=CC=C(C=C1)C=1CCN(CC1)C(=O)OC(C)(C)C)C(C(F)(F)F)(F)F (1-(2-chloro-phenyl)-5-[4-(1-BOC-1,2,3,6-tetrahydropyridin-4-yl)-phenyl]-3-pentafluoroethyl-4,5-dihydro-1H-pyrazole), FC(C(=O)O)(F)F (trifluoroacetic acid). Run in ClCCl (dichloromethane). Reaction conditions: time 1 hour. The product is FC(C(=O)O)(F)F.ClC1=C(C=CC=C1)N1N=C(CC1C1=CC=C(C=C1)C=1CCNCC1)C(C(F)(F)F)(F)F (1-(2-chloro-phenyl)-5-[4-(1,2,3,6-tetrahydropyridin-4-yl)-phenyl]-3-pentafluoroethyl-4,5-dihydro-1H-pyrazole trifluoroacetate). Isolated yield 105.6%. Reaction SMILES: [Cl:1][C:2]1[CH:7]=[CH:6][CH:5]=[CH:4][C:3]=1[N:8]1[CH:12]([C:13]2[CH:18]=[CH:17][C:16]([C:19]3[CH2:20][CH2:21][N:22](C(OC(C)(C)C)=O)[CH2:23][CH:24]=3)=[CH:15][CH:14]=2)[CH2:11][C:10]([C:32]([F:38])([F:37])[C:33]([F:36])([F:35])[F:34])=[N:9]1.[F:39][C:40]([F:45])([F:44])[C:41]([OH:43])=[O:42]>ClCCl>[F:39][C:40]([F:45])([F:44])[C:41]([OH:43])=[O:42].[Cl:1][C:2]1[CH:7]=[CH:6][CH:5]=[CH:4][C:3]=1[N:8]1[CH:12]([C:13]2[CH:14]=[CH:15][C:16]([C:19]3[CH2:20][CH2:21][NH:22][CH2:23][CH:24]=3)=[CH:17][CH:18]=2)[CH2:11][C:10]([C:32]([F:38])([F:37])[C:33]([F:34])([F:35])[F:36])=[N:9]1 |f:3.4|. Procedure details: To a solution of 1-(2-chloro-phenyl)-5-[4-(1-BOC-1,2,3,6-tetrahydropyridin-4-yl)-phenyl]-3-pentafluoroethyl-4,5-dihydro-1H-pyrazole (630 mg, 1.13 mmol) prepared in Example 9 in dichloromethane (6 mL), was slowly added trifluoroacetic acid (867.0 uL, 11.33 mmol) at 0° C. The reaction mixture was stirred at room temperature for 1 hour and then concentrated under reduced pressure to give 680.0 mg of the titled compound as a yellow liquid. Reported procedure: 1.5 g (2.51 mmol) of Fmoc-Asn(Trt)-OH are dissolved in 15 ml of tetrahydrofuran. 0.51 g (2.76 mmol) of pentafluoro-phenol is added, the solution is cooled to 0° and then 0.57 g (2.76 mmol) of dicyclohexyl-carbodiimide is also added in solid form. It is stirred at 0° for 30 minutes, at room temperature for 2 hours and again at 0° for 30 minutes. The dicyclohexylurea which has crystallized out is filtered off, and the filtrate is evaporated to dryness and triturated with 40 ml of diisopropyl ether... The reactants are FC1=C(C(=C(C(=C1O)F)F)F)F (pentafluoro-phenol), N([C@@H](CC(NC(C1=CC=CC=C1)(C1=CC=CC=C1)C1=CC=CC=C1)=O)C(=O)O)C(=O)OCC1C2=CC=CC=C2C2=CC=CC=C12 (Fmoc-Asn(Trt)-OH), C1(CCCCC1)N=C=NC1CCCCC1 (dicyclohexyl-carbodiimide). Run at time 30 minute. Run in O1CCCC1 (tetrahydrofuran). Yields the product N([C@@H](CC(NC(C1=CC=CC=C1)(C1=CC=CC=C1)C1=CC=CC=C1)=O)C(=O)OC1=C(F)C(F)=C(F)C(F)=C1F)C(=O)OCC1C2=CC=CC=C2C2=CC=CC=C12 (Fmoc-Asn(Trt)-OPfp). As a reaction SMILES: [NH:1]([C:29]([O:31][CH2:32][CH:33]1[C:45]2[C:40](=[CH:41][CH:42]=[CH:43][CH:44]=2)[C:39]2[C:34]1=[CH:35][CH:36]=[CH:37][CH:38]=2)=[O:30])[C@H:2]([C:26]([OH:28])=[O:27])[CH2:3][C:4](=[O:25])[NH:5][C:6]([C:19]1[CH:24]=[CH:23][CH:22]=[CH:21][CH:20]=1)([C:13]1[CH:18]=[CH:17][CH:16]=[CH:15][CH:14]=1)[C:7]1[CH:12]=[CH:11][CH:10]=[CH:9][CH:8]=1.[F:46][C:47]1[C:52](O)=[C:51]([F:54])[C:50]([F:55])=[C:49]([F:56])[C:48]=1[F:57].C1(N=C=NC2CCCCC2)CCCCC1>O1CCCC1>[NH:1]([C:29]([O:31][CH2:32][CH:33]1[C:45]2[C:40](=[CH:41][CH:42]=[CH:43][CH:44]=2)[C:39]2[C:34]1=[CH:35][CH:36]=[CH:37][CH:38]=2)=[O:30])[C@H:2]([C:26]([O:28][C:52]1[C:47]([F:46])=[C:48]([F:57])[C:49]([F:56])=[C:50]([F:55])[C:51]=1[F:54])=[O:27])[CH2:3][C:4](=[O:25])[NH:5][C:6]([C:19]1[CH:24]=[CH:23][CH:22]=[CH:21][CH:20]=1)([C:13]1[CH:14]=[CH:15][CH:16]=[CH:17][CH:18]=1)[C:7]1[CH:8]=[CH:9][CH:10]=[CH:11][CH:12]=1.